From a dataset of the Open Reaction Database (ORD), a public repository of structured organic reaction records. describe an organic reaction: reactants, conditions, products, and yield Reactants: NC=1OC[C@]2(N1)C1=CC(=CC=C1OC1=NC=C(C=C12)Br)O ((S)-2′-amino-3-bromo-5′H-spiro[chromeno[2,3-b]pyridine-5,4′-oxazol]-7-ol), B(C=1C=CC(=CC1)C)(O)O (p-tolylboronic acid), C([O-])([O-])=O.[K+].[K+] (potassium carbonate). Reagents/catalysts: C=1C=CC(=CC1)[P](C=2C=CC=CC2)(C=3C=CC=CC3)[Pd]([P](C=4C=CC=CC4)(C=5C=CC=CC5)C=6C=CC=CC6)([P](C=7C=CC=CC7)(C=8C=CC=CC8)C=9C=CC=CC9)[P](C=1C=CC=CC1)(C=1C=CC=CC1)C=1C=CC=CC1 (Pd(PPh3)4). Conditions: time 50 minute. Product: NC=1OC[C@]2(N1)C1=CC(=CC=C1OC1=NC=C(C=C12)C1=CC=C(C=C1)C)O ((S)-2′-amino-3-p-tolyl-5′H-spiro[chromeno[2,3-b]pyridine-5,4′-oxazol]-7-ol). Isolated yield 89.2%. RXN SMILES: [NH2:1][C:2]1[O:3][CH2:4][C@:5]2([C:19]3[C:14](=[N:15][CH:16]=[C:17](Br)[CH:18]=3)[O:13][C:12]3[C:7]2=[CH:8][C:9]([OH:21])=[CH:10][CH:11]=3)[N:6]=1.B(O)(O)[C:23]1[CH:24]=[CH:25][C:26]([CH3:29])=[CH:27][CH:28]=1.C(=O)([O-])[O-].[K+].[K+]>C1C=CC([P]([Pd]([P](C2C=CC=CC=2)(C2C=CC=CC=2)C2C=CC=CC=2)([P](C2C=CC=CC=2)(C2C=CC=CC=2)C2C=CC=CC=2)[P](C2C=CC=CC=2)(C2C=CC=CC=2)C2C=CC=CC=2)(C2C=CC=CC=2)C2C=CC=CC=2)=CC=1>[NH2:1][C:2]1[O:3][CH2:4][C@:5]2([C:19]3[C:14](=[N:15][CH:16]=[C:17]([C:23]4[CH:28]=[CH:27][C:26]([CH3:29])=[CH:25][CH:24]=4)[CH:18]=3)[O:13][C:12]3[C:7]2=[CH:8][C:9]([OH:21])=[CH:10][CH:11]=3)[N:6]=1 |f:2.3.4,^1:41,43,62,81|. Procedure: A vial was charged (S)-2′-amino-3-bromo-5′H-spiro[chromeno[2,3-b]pyridine-5,4′-oxazol]-7-ol (282 mg, 0.809 mmol), p-tolylboronic acid (220 mg, 1.618 mmol), potassium carbonate (559 mg, 4.04 mmol), Pd(PPh3)4 (46.7 mg, 0.040 mmol). The vial was flushed with Ar (g), then Dioxane (4044 μL) and water (2 mL) were added in sequence. The vial was sealed and placed in an 80° C. oil bath. After stirring for 50 minutes, the mixture was partitioned between brine and 10% iPrOH/EtOAc. The layers were separate...